Dataset: the Open Reaction Database (ORD), a public repository of structured organic reaction records. Task: describe an organic reaction: reactants, conditions, products, and yield Starting materials: C[Sn](C)(C)c1ccc(C(N)=O)nc1, Clc1nc2ccccc2s1, C1COCCO1, c1ccc(P(c2ccccc2)(c2ccccc2)[Pd](P(c2ccccc2)(c2ccccc2)c2ccccc2)(P(c2ccccc2)(c2ccccc2)c2ccccc2)P(c2ccccc2)(c2ccccc2)c2ccccc2)cc1. Product: NC(=O)c1ccc(-c2nc3ccccc3s2)cn1. As a reaction SMILES: [CH3:11][Sn:12]([c:13]1[cH:14][cH:15][c:16]([C:19](=[O:20])[NH2:21])[n:17][cH:18]1)([CH3:22])[CH3:23].[Cl:1][c:2]1[s:3][c:4]2[c:5]([n:6]1)[cH:7][cH:8][cH:9][cH:10]2.[O:24]1[CH2:25][CH2:26][O:27][CH2:28][CH2:29]1.[cH:30]1[cH:31][cH:32][c:33]([P:34]([Pd:35]([P:36]([c:37]2[cH:38][cH:39][cH:40][cH:41][cH:42]2)([c:43]2[cH:44][cH:45][cH:46][cH:47][cH:48]2)[c:49]2[cH:50][cH:51][cH:52][cH:53][cH:54]2)([P:55]([c:56]2[cH:57][cH:58][cH:59][cH:60][cH:61]2)([c:62]2[cH:63][cH:64][cH:65][cH:66][cH:67]2)[c:68]2[cH:69][cH:70][cH:71][cH:72][cH:73]2)[P:74]([c:75]2[cH:76][cH:77][cH:78][cH:79][cH:80]2)([c:81]2[cH:82][cH:83][cH:84][cH:85][cH:86]2)[c:87]2[cH:88][cH:89][cH:90][cH:91][cH:92]2)([c:93]2[cH:94][cH:95][cH:96][cH:97][cH:98]2)[c:99]2[cH:100][cH:101][cH:102][cH:103][cH:104]2)[cH:105][cH:106]1>>[c:2]1(-[c:13]2[cH:14][cH:15][c:16]([C:19](=[O:20])[NH2:21])[n:17][cH:18]2)[s:3][c:4]2[c:5]([n:6]1)[cH:7][cH:8][cH:9][cH:10]2. The reactants are ClCCl, CCOC(=O)COc1ccc([SH](C)C(C)c2cccc3cn(-c4ccc(C(F)(F)F)cc4)nc23)cc1C, CO, Cl, [Na+], [OH-], O. Product: Cc1cc([SH](C)C(C)c2cccc3cn(-c4ccc(C(F)(F)F)cc4)nc23)ccc1OCC(=O)O. Reaction SMILES: [CH2:42]([Cl:43])[Cl:44].[CH3:3][c:4]1[c:5]([O:6][CH2:7][C:8](=[O:9])[O:10][CH2:11][CH3:12])[cH:13][cH:14][c:15]([SH:17]([CH3:18])[CH:19]([CH3:20])[c:21]2[cH:22][cH:23][cH:24][c:25]3[cH:26][n:27](-[c:30]4[cH:31][cH:32][c:33]([C:36]([F:37])([F:38])[F:39])[cH:34][cH:35]4)[n:28][c:29]23)[cH:16]1.[CH3:40][OH:41].[ClH:45].[Na+:2].[OH-:1].[OH2:46]>>[CH3:3][c:4]1[c:5]([O:6][CH2:7][C:8](=[O:9])[OH:10])[cH:13][cH:14][c:15]([SH:17]([CH3:18])[CH:19]([CH3:20])[c:21]2[cH:22][cH:23][cH:24][c:25]3[cH:26][n:27](-[c:30]4[cH:31][cH:32][c:33]([C:36]([F:37])([F:38])[F:39])[cH:34][cH:35]4)[n:28][c:29]23)[cH:16]1. Reactants: C(=O)N1\C(\C=2CCCCC2CC1)=C/C1=CC=C(C=C1)OC ((Z)-N-formyl-1-(4-methoxyphenylmethylene)-3,4,5,6,7,8-hexahydroisoquinoline). Solvent: CO (methanol). Reaction conditions: time 2 hour. The product is C(=O)N1C(C=2CCCCC2CC1)=CC1=CC=C(C=C1)OC ((+)-N-formyl-1-(4-methoxyphenylmethylene)-1,2,3,4,5,6,7,8-octahydroisoquinoline). The yield is 100.8%. As a reaction SMILES: [CH:1]([N:3]1[CH2:12][CH2:11][C:10]2[CH2:9][CH2:8][CH2:7][CH2:6][C:5]=2/[C:4]/1=[CH:13]/[C:14]1[CH:19]=[CH:18][C:17]([O:20][CH3:21])=[CH:16][CH:15]=1)=[O:2]>CO>[CH:1]([N:3]1[CH2:12][CH2:11][C:10]2[CH2:9][CH2:8][CH2:7][CH2:6][C:5]=2[C:4]1=[CH:13][C:14]1[CH:19]=[CH:18][C:17]([O:20][CH3:21])=[CH:16][CH:15]=1)=[O:2]. Procedure details: Into a Schlenk's tube which had previously been dried and purged with argon was weighed and charged 18.8 mg (0.0081 mmol) of [Ru((-)-T-BINAP)SnCl6 ]2NEt3 as a catalyst. Then, 40 ml of degassed anhydrous methanol was added thereto, and the solution was stirred in the presence of hydrogen at room temperature for 2 hours. Separately, a solution of 516 mg (1.82 mmols) of (Z)-N-formyl-1-(4-methoxyphenylmethylene)-3,4,5,6,7,8-hexahydroisoquinoline added to 20 ml of degassed anhydrous methanol was prep... Reactants: COc1ccc(C(C=O)O[Si](C)(C)C(C)(C)C)cc1, CCOC(=O)c1[nH]ccc1N. The product is CCOC(=O)c1[nH]ccc1NCC(O[Si](C)(C)C(C)(C)C)c1ccc(OC)cc1. Reaction SMILES: [C:12]([CH3:13])([CH3:14])([CH3:15])[Si:16]([O:17][CH:18]([CH:19]=[O:20])[c:21]1[cH:22][cH:23][c:24]([O:27][CH3:28])[cH:25][cH:26]1)([CH3:29])[CH3:30].[CH2:1]([CH3:2])[O:3][C:4](=[O:5])[c:6]1[nH:7][cH:8][cH:9][c:10]1[NH2:11]>>[CH2:1]([CH3:2])[O:3][C:4](=[O:5])[c:6]1[nH:7][cH:8][cH:9][c:10]1[NH:11][CH2:19][CH:18]([O:17][Si:16]([C:12]([CH3:13])([CH3:14])[CH3:15])([CH3:29])[CH3:30])[c:21]1[cH:22][cH:23][c:24]([O:27][CH3:28])[cH:25][cH:26]1. The reactants are COCCCCC1=C(N=NN1C1=CC=CC=C1)C(=O)N([C@@H]1CN(C[C@@H](C1)C(=O)N1CCCC1)C(=O)OC(C)(C)C)CC(C)C (tert-Butyl (3S,5R)-3-[{[5-(4-methoxybutyl)-1-phenyl-1H-1,2,3-triazol-4-yl]carbonyl}(2-methylpropyl)amino]-5-(pyrrolidin-1-ylcarbonyl)piperidine-1-carboxylate), C(C)(=O)OCC.Cl (hydrogen chloride-ethyl acetate). The solvent is C(C)(=O)OCC (ethyl acetate). Run at time 1 hour. Yields the product Cl.COCCCCC1=C(N=NN1C1=CC=CC=C1)C(=O)N([C@@H]1CNC[C@@H](C1)C(=O)N1CCCC1)CC(C)C (5-(4-methoxybutyl)-N-(2-methylpropyl)-1-phenyl-N-[(3S,5R)-5-(pyrrolidin-1-ylcarbonyl)piperidin-3-yl]-1H-1,2,3-triazole-4-carboxamide hydrochloride). RXN SMILES: [CH3:1][O:2][CH2:3][CH2:4][CH2:5][CH2:6][C:7]1[N:11]([C:12]2[CH:17]=[CH:16][CH:15]=[CH:14][CH:13]=2)[N:10]=[N:9][C:8]=1[C:18]([N:20]([CH2:41][CH:42]([CH3:44])[CH3:43])[C@H:21]1[CH2:26][C@@H:25]([C:27]([N:29]2[CH2:33][CH2:32][CH2:31][CH2:30]2)=[O:28])[CH2:24][N:23](C(OC(C)(C)C)=O)[CH2:22]1)=[O:19].C(OCC)(=O)C.[ClH:51]>C(OCC)(=O)C>[ClH:51].[CH3:1][O:2][CH2:3][CH2:4][CH2:5][CH2:6][C:7]1[N:11]([C:12]2[CH:13]=[CH:14][CH:15]=[CH:16][CH:17]=2)[N:10]=[N:9][C:8]=1[C:18]([N:20]([CH2:41][CH:42]([CH3:44])[CH3:43])[C@H:21]1[CH2:26][C@@H:25]([C:27]([N:29]2[CH2:33][CH2:32][CH2:31][CH2:30]2)=[O:28])[CH2:24][NH:23][CH2:22]1)=[O:19] |f:1.2,4.5|. Procedure: tert-Butyl (3S,5R)-3-[{[5-(4-methoxybutyl)-1-phenyl-1H-1,2,3-triazol-4-yl]carbonyl}(2-methylpropyl)amino]-5-(pyrrolidin-1-ylcarbonyl)piperidine-1-carboxylate (245 mg) was dissolved in ethyl acetate (0.5 ml), 4N hydrogen chloride-ethyl acetate solution (0.5 ml) was added, and the mixture was stirred at room temperature for 1 hr. The solvent was evaporated under reduced pressure, and the residue was dried under reduced pressure to give the object product (205 mg). Starting materials: FC1=C(C=C(C(=C1)C)SCC(F)(F)F)N1N=C(C=C1C)OCCC(F)(F)F (1-{2-fluoro-4-methyl-5-(2,2,2-trifluoroethylthio)phenyl}-5-methyl-3-(3,3,3-trifluoropropoxy)pyrazole), ClC1=CC(=CC=C1)C(=O)OO (m-chloroperbenzoic acid). The solvent is C(Cl)(Cl)Cl (chloroform). Run at time 30 minute. Yields the product FC1=C(C=C(C(=C1)C)S(=O)CC(F)(F)F)N1N=C(C=C1C)OCCC(F)(F)F (1-{2-fluoro-4-methyl-5-(2,2,2-trifluoroethylsulfinyl)phenyl}-5-methyl-3-(3,3,3-trifluoropropoxy)pyrazole). Isolated yield 99.6%. RXN SMILES: [F:1][C:2]1[CH:7]=[C:6]([CH3:8])[C:5]([S:9][CH2:10][C:11]([F:14])([F:13])[F:12])=[CH:4][C:3]=1[N:15]1[C:19]([CH3:20])=[CH:18][C:17]([O:21][CH2:22][CH2:23][C:24]([F:27])([F:26])[F:25])=[N:16]1.ClC1C=CC=C(C(OO)=[O:36])C=1>C(Cl)(Cl)Cl>[F:1][C:2]1[CH:7]=[C:6]([CH3:8])[C:5]([S:9]([CH2:10][C:11]([F:14])([F:12])[F:13])=[O:36])=[CH:4][C:3]=1[N:15]1[C:19]([CH3:20])=[CH:18][C:17]([O:21][CH2:22][CH2:23][C:24]([F:25])([F:26])[F:27])=[N:16]1. Procedure details: 0.29 g of 1-{2-fluoro-4-methyl-5-(2,2,2-trifluoroethylthio)phenyl}-5-methyl-3-(3,3,3-trifluoropropoxy)pyrazole was dissolved in 10 mL of chloroform, and 0.17 g of m-chloroperbenzoic acid (purity: 75%) was slowly added under cooling with ice. After stirring for 30 minutes under cooling with ice, the solution was washed with an aqueous sodium thiosulfate solution and then washed with an aqueous sodium hydrogen carbonate solution, and then dried over anhydrous magnesium sulfate. The solvent was dis... Reactants: C(C)(=O)NC=1C=C(C=CC1)N1C2=C(N=C(C1=O)CC=1C=NC=CC1)C=CC=N2 (4-(3-acetamidophenyl)-2-(3-pyridylmethyl)-3-oxo-3,4-dihydropyrido[2,3-b]pyrazine), C([O-])(O)=O.[Na+] (sodium bicarbonate). The solvent is Cl (hydrochloric acid). The product is NC=1C=C(C=CC1)N1C2=C(N=C(C1=O)CC=1C=NC=CC1)C=CC=N2 (4-(3-aminophenyl)-2-(3-pyridylmethyl)-3-oxo-3,4-dihydropyrido[2,3-b]pyrazine). Yield: 91.5%. Reaction SMILES: C([NH:4][C:5]1[CH:6]=[C:7]([N:11]2[C:16](=[O:17])[C:15]([CH2:18][C:19]3[CH:20]=[N:21][CH:22]=[CH:23][CH:24]=3)=[N:14][C:13]3[CH:25]=[CH:26][CH:27]=[N:28][C:12]2=3)[CH:8]=[CH:9][CH:10]=1)(=O)C.C(=O)(O)[O-].[Na+]>Cl>[NH2:4][C:5]1[CH:6]=[C:7]([N:11]2[C:16](=[O:17])[C:15]([CH2:18][C:19]3[CH:20]=[N:21][CH:22]=[CH:23][CH:24]=3)=[N:14][C:13]3[CH:25]=[CH:26][CH:27]=[N:28][C:12]2=3)[CH:8]=[CH:9][CH:10]=1 |f:1.2|. Procedure details: A solution of 4-(3-acetamidophenyl)-2-(3-pyridylmethyl)-3-oxo-3,4-dihydropyrido[2,3-b]pyrazine (0.9 g) in 4N hydrochloric acid (22 ml) was stirred under reflux for 90 minutes, and cooled. The reaction mixture was neutralized with solid sodium bicarbonate and precipitated white crystals were collected, washed with water and dried to give 4-(3-aminophenyl)-2-(3-pyridylmethyl)-3-oxo-3,4-dihydropyrido[2,3-b]pyrazine (0.73 g).